The task is: describe an organic reaction: reactants, conditions, products, and yield. This data is from the Open Reaction Database (ORD), a public repository of structured organic reaction records. Reactants: CC1=C(C=CC(=N1)C#N)CSC (6-methyl-5-(methylthiomethyl)picolinonitrile), C(#N)C=1C=NC=C(C1)CCC(C)C (3-cyano-5-isopentylpyridine). Product: CC1=C(C=CC(=N1)CN)CSC ((6-methyl-5-(methylthiomethyl)pyridin-2-yl)methanamine). Reaction SMILES: [CH3:1][C:2]1[N:7]=[C:6]([C:8]#[N:9])[CH:5]=[CH:4][C:3]=1[CH2:10][S:11][CH3:12].C(C1C=NC=C(CCC(C)C)C=1)#N>>[CH3:1][C:2]1[N:7]=[C:6]([CH2:8][NH2:9])[CH:5]=[CH:4][C:3]=1[CH2:10][S:11][CH3:12]. Procedure: (6-methyl-5-(methylthiomethyl)pyridin-2-yl)methanamine was synthesized from 6-methyl-5-(methylthiomethyl)picolinonitrile following the general procedure as described for the 3-cyano-5-isopentylpyridine.